Dataset: the Open Reaction Database (ORD), a public repository of structured organic reaction records. Task: describe an organic reaction: reactants, conditions, products, and yield The reactants are C(C)OC(\C=C\C1=CC=C(C=C1)Br)=O (E-3-(4-bromo-phenyl)-acrylic acid ethyl ester), C1CCOC1 (THF). Reagents/catalysts: CC(=O)[O-].CC(=O)[O-].[Pd+2] (Pd(OAc)2). Yields the product C(C)OC(=O)[C@H]1[C@@H](C1)C1=CC=C(C=C1)Br (Trans-2-(4-Bromo-phenyl)-cyclopropanecarboxylic acid ethyl ester). Reaction SMILES: [CH2:1]([O:3][C:4](=[O:14])/[CH:5]=[CH:6]/[C:7]1[CH:12]=[CH:11][C:10]([Br:13])=[CH:9][CH:8]=1)[CH3:2].[CH2:15]1COCC1>CC([O-])=O.CC([O-])=O.[Pd+2]>[CH2:1]([O:3][C:4]([C@@H:5]1[CH2:15][C@H:6]1[C:7]1[CH:8]=[CH:9][C:10]([Br:13])=[CH:11][CH:12]=1)=[O:14])[CH3:2] |f:2.3.4|. Reported procedure: To a solution of E-3-(4-bromo-phenyl)-acrylic acid ethyl ester and Pd(OAc)2 (0.05 eq.) in THF (0.2M) was added portionwise CH2N2 until the reaction was completed. NMR of aliquots monitored the reaction. The resulting mixture was concentrated and filtered on celite to afford the title compound as an oil. The reactants are C(C)C1=CC=C(C=C1)F (1-ethyl-4-fluorobenzene), [Li]CCCC (n-BuLi), B(OC)(OC)OC (trimethyl borate). Run in C1CCOC1 (THF), CN(CCN(CCN(C)C)C)C (N,N,N′,N″,N″-pentamethyldiethylenetriamine). Run at time 1 hour. The product is C(C)C=1C=CC(=C(C1)O)F (5-Ethyl-2-fluorophenol). Yield: 94.0%. RXN SMILES: [CH2:1]([C:3]1[CH:8]=[CH:7][C:6]([F:9])=[CH:5][CH:4]=1)[CH3:2].[Li]CCCC.B(OC)(OC)[O:16]C>C1COCC1.CN(C)CCN(C)CCN(C)C>[CH2:1]([C:3]1[CH:4]=[CH:5][C:6]([F:9])=[C:7]([OH:16])[CH:8]=1)[CH3:2]. Procedure: To a solution of 1-ethyl-4-fluorobenzene (7.2 g, 58 mmol) in THF (30 mL) and N,N,N′,N″,N″-pentamethyldiethylenetriamine (3.0 mL) was added n-BuLi (1.6M in hexane, 42 mL) at −78° C. After 1 h stirring, trimethyl borate (13 mL) was added. The mixture was stirred from −78° C. to rt overnight. It was quenched by acetic acid (5.0 mL) and hydrogen peroxide solution (30% in water) at 0° C. The mixture was stirred for 2 h before extracted with EtOAc. The organic extracts were washed with brine, dried ov... Reactants: CC(=O)Cl, Cl, CN(C(=O)N(C)C1CN(C(=O)C2CCC(CN)CC2)CC1c1ccc(F)cc1)c1cc(C(F)(F)F)cc(C(F)(F)F)c1. Product: CC(=O)NCC1CCC(C(=O)N2CC(c3ccc(F)cc3)C(N(C)C(=O)N(C)c3cc(C(F)(F)F)cc(C(F)(F)F)c3)C2)CC1. RXN SMILES: [CH3:44][C:45]([Cl:46])=[O:47].[ClH:1].[NH2:2][CH2:3][CH:4]1[CH2:5][CH2:6][CH:7]([C:10](=[O:11])[N:12]2[CH2:13][CH:14]([N:24]([C:25](=[O:26])[N:27]([CH3:28])[c:29]3[cH:30][c:31]([C:39]([F:40])([F:41])[F:42])[cH:32][c:33]([C:35]([F:36])([F:37])[F:38])[cH:34]3)[CH3:43])[CH:15]([c:17]3[cH:18][cH:19][c:20]([F:23])[cH:21][cH:22]3)[CH2:16]2)[CH2:8][CH2:9]1>>[NH:2]([CH2:3][CH:4]1[CH2:5][CH2:6][CH:7]([C:10](=[O:11])[N:12]2[CH2:13][CH:14]([N:24]([C:25](=[O:26])[N:27]([CH3:28])[c:29]3[cH:30][c:31]([C:39]([F:40])([F:41])[F:42])[cH:32][c:33]([C:35]([F:36])([F:37])[F:38])[cH:34]3)[CH3:43])[CH:15]([c:17]3[cH:18][cH:19][c:20]([F:23])[cH:21][cH:22]3)[CH2:16]2)[CH2:8][CH2:9]1)[C:45]([CH3:44])=[O:47]. Starting materials: CC(=O)O[BH-](OC(C)=O)OC(C)=O, CN1CCNCC1, CC(=O)O, Cc1ccccc1, O=Cc1ccc([N+](=O)[O-])c(Cl)c1, [Na+]. Product: CN1CCN(Cc2ccc([N+](=O)[O-])c(Cl)c2)CC1. RXN SMILES: [C:24]([O:25][BH-:26]([O:27][C:28](=[O:29])[CH3:30])[O:31][C:32](=[O:33])[CH3:34])(=[O:35])[CH3:36].[CH3:1][N:2]1[CH2:3][CH2:4][NH:5][CH2:6][CH2:7]1.[CH3:20][C:21](=[O:22])[OH:23].[CH3:38][c:39]1[cH:40][cH:41][cH:42][cH:43][cH:44]1.[Cl:8][c:9]1[cH:10][c:11]([CH:12]=[O:13])[cH:14][cH:15][c:16]1[N+:17](=[O:18])[O-:19].[Na+:37]>>[CH3:1][N:2]1[CH2:3][CH2:4][N:5]([CH2:12][c:11]2[cH:10][c:9]([Cl:8])[c:16]([N+:17](=[O:18])[O-:19])[cH:15][cH:14]2)[CH2:6][CH2:7]1. The reactants are NCCCN1CCOCC1 (N-(3-aminopropyl) morpholine), C1CCC(=O)OCC1 (E-caprolactone), stannous octanoate, C1(CCCCCO1)=O (caprolactone), lactone, hydroxyl. Conditions: temperature 140 celsius. Yields the product C1(CCCCCO1)=O.NCCCN1CCOCC1 (Caprolactone N-Aminopropyl Morpholine). As a reaction SMILES: [NH2:1][CH2:2][CH2:3][CH2:4][N:5]1[CH2:10][CH2:9][O:8][CH2:7][CH2:6]1.[CH2:11]1[CH2:18][CH2:17][O:16][C:14](=[O:15])[CH2:13][CH2:12]1>>[C:14]1(=[O:15])[O:16][CH2:17][CH2:18][CH2:11][CH2:12][CH2:13]1.[NH2:1][CH2:2][CH2:3][CH2:4][N:5]1[CH2:10][CH2:9][O:8][CH2:7][CH2:6]1 |f:2.3|. Reported procedure: About 144 g (1.0 g) of N-(3-aminopropyl) morpholine was mixed with 144 g (1.0 mole) of E-caprolactone in the presence of 0.1 of stannous octanoate and heated slowly to 140° C. under nitrogen atmosphere while stirring. The course of the reaction was observed by the disappearance of caprolactone by infrared analysis. At the end of the first hour at 140° C., the infrared spectrum showed complete conversion at the lactone to the corresponding hydroxyl terminated amide. The resulting adduct analyzed ... The reactants are Cl.C1(CCCCC1)NC1=NC(=NC(=C1C)C)NCC1=NC=CC=C1 (N4-cyclohexyl-5,6-dimethyl-N2-(pyridin-2-ylmethyl)pyrimidine-2,4-diamine hydrochloride), C(C)(C)C1=CC=C(CN)C=C1 ((4-isopropylbenzyl)amine). Product: C1(CCCCC1)NC1=NC(=NC(=C1C)C)NCC1=CC=C(C=C1)C(C)C (N4-cyclohexyl-N2-(4-isopropylbenzyl)-5,6-dimethylpyrimidine-2,4-diamine). Reaction SMILES: Cl.[CH:2]1([NH:8][C:9]2[C:14]([CH3:15])=[C:13]([CH3:16])[N:12]=[C:11](NCC3C=CC=CN=3)[N:10]=2)[CH2:7][CH2:6][CH2:5][CH2:4][CH2:3]1.[CH:25]([C:28]1[CH:35]=[CH:34][C:31]([CH2:32][NH2:33])=[CH:30][CH:29]=1)([CH3:27])[CH3:26]>>[CH:2]1([NH:8][C:9]2[C:14]([CH3:15])=[C:13]([CH3:16])[N:12]=[C:11]([NH:33][CH2:32][C:31]3[CH:30]=[CH:29][C:28]([CH:25]([CH3:27])[CH3:26])=[CH:35][CH:34]=3)[N:10]=2)[CH2:3][CH2:4][CH2:5][CH2:6][CH2:7]1 |f:0.1|. Reported procedure: The titled compound was synthesized according to the general procedure described for preparation of N4-cyclohexyl-5,6-dimethyl-N2-(pyridin-2-ylmethyl)pyrimidine-2,4-diamine (Example 1) using (4-isopropylbenzyl)amine instead of (pyridin-2-ylmethyl)amine. The product was purified by column chromatography eluting with mixture of chloroform/ethanol/20% water solution of ammonia (200:10:1), and then the final product was washed with diethyl ether to afford the titled compound as a white solid. 1H NMR...